From a dataset of the Open Reaction Database (ORD), a public repository of structured organic reaction records. describe an organic reaction: reactants, conditions, products, and yield Reactants: N1=C(Cl)N=C(Cl)N=C1Cl (cyanuric chloride), C(C)(=O)OCC (ethyl acetate), CS(=O)(=O)C1=CC=C(OC=2C=C3C=C(NC3=C(C2)OCC2CCOCC2)C(=O)N)C=C1 (5-[4-(Methylsulfonyl)phenoxy]-7-(tetrahydro-2H-pyran-4-ylmethoxy)-1H-indole-2-carboxamide), O (Water). The solvent is CN(C=O)C (N,N-dimethylformamide), CCCCCC (hexane). Conditions: time 1 hour. Product: CS(=O)(=O)C1=CC=C(OC=2C=C3C=C(NC3=C(C2)OCC2CCOCC2)C#N)C=C1 (5-[4-(Methylsulfonyl)phenoxy]-7-(tetrahydro-2H-pyran-4-ylmethoxy)-1H-indole-2-carbonitrile). Yield: 100.1%. Reaction SMILES: [CH3:1][S:2]([C:5]1[CH:31]=[CH:30][C:8]([O:9][C:10]2[CH:11]=[C:12]3[C:16](=[C:17]([O:19][CH2:20][CH:21]4[CH2:26][CH2:25][O:24][CH2:23][CH2:22]4)[CH:18]=2)[NH:15][C:14]([C:27]([NH2:29])=O)=[CH:13]3)=[CH:7][CH:6]=1)(=[O:4])=[O:3].N1C(Cl)=NC(Cl)=NC=1Cl.O.C(OCC)(=O)C>CN(C)C=O.CCCCCC>[CH3:1][S:2]([C:5]1[CH:6]=[CH:7][C:8]([O:9][C:10]2[CH:11]=[C:12]3[C:16](=[C:17]([O:19][CH2:20][CH:21]4[CH2:22][CH2:23][O:24][CH2:25][CH2:26]4)[CH:18]=2)[NH:15][C:14]([C:27]#[N:29])=[CH:13]3)=[CH:30][CH:31]=1)(=[O:3])=[O:4]. Procedure: 5-[4-(Methylsulfonyl)phenoxy]-7-(tetrahydro-2H-pyran-4-ylmethoxy)-1H-indole-2-carboxamide (250 mg) was dissolved in N,N-dimethylformamide (5 mL), cyanuric chloride (311 mg) was added under ice-cooling, and the mixture was stirred for 1 hr. Water was added to the reaction solution, and the mixture was subjected to extraction with ethyl acetate. The organic layer was washed with saturated brine, dried over magnesium sulfate, filtered, and concentrated under reduced pressure. The obtained crude pro...